This data is from the Open Reaction Database (ORD), a public repository of structured organic reaction records. The task is: describe an organic reaction: reactants, conditions, products, and yield The solvent is ClCCl (dichloromethane). Starting materials: C(C)[SiH](CC)CC (Triethylsilane), FC(C(=O)O)(F)F (trifluoroacetic acid), C(C)(C)(C)SSC[C@@H]1N(COC1=O)C(=O)OCC1C2=CC=CC=C2C=2C=CC=CC12 ((R)-(9H-fluoren-9-yl)methyl 4-((tert-butyldisulfanyl)methyl)-5-oxooxazolidine-3-carboxylate), C(C)(C)(C)SSC[C@@H]1N(COC1=O)C(=O)OCC1C2=CC=CC=C2C=2C=CC=CC12 ((R)-(9H-fluoren-9-yl)methyl 4-((tert-butyldisulfanyl)methyl)-5-oxooxazolidine-3-carboxylate). Reaction conditions: time 1 day. The product is C1=CC=CC=2C3=CC=CC=C3C(C12)COC(=O)N([C@H](C(=O)O)CSSC(C)(C)C)C ((R)-2-((((9H-fluoren-9-yl)methoxy)carbonyl)(methyl)amino)-3-(tert-butyldisulfanyl)propanoic acid). The yield is 72.4%. Procedure: Triethylsilane (6.04 ml, 37.8 mmol) and trifluoroacetic acid (9 ml) were added to a solution of (R)-(9H-fluoren-9-yl)methyl 4-((tert-butyldisulfanyl)methyl)-5-oxooxazolidine-3-carboxylate (Compound 2b-B) (1.68 g, 3.78 mmol) in dichloromethane (18 ml), and the mixture was stirred at room temperature for one day. The reaction mixture was then concentrated under reduced pressure, and the residue was purified by reverse-phase silica gel column chromatography (10 mM aqueous ammonium acetate solution/... RXN SMILES: C([SiH](CC)CC)C.FC(F)(F)C(O)=O.[C:15]([S:19][S:20][CH2:21][C@H:22]1[C:26](=[O:27])[O:25][CH2:24][N:23]1[C:28]([O:30][CH2:31][CH:32]1[C:44]2[CH:43]=[CH:42][CH:41]=[CH:40][C:39]=2[C:38]2[C:33]1=[CH:34][CH:35]=[CH:36][CH:37]=2)=[O:29])([CH3:18])([CH3:17])[CH3:16]>ClCCl>[CH:34]1[C:33]2[CH:32]([CH2:31][O:30][C:28]([N:23]([CH3:24])[C@@H:22]([CH2:21][S:20][S:19][C:15]([CH3:17])([CH3:16])[CH3:18])[C:26]([OH:27])=[O:25])=[O:29])[C:44]3[C:39](=[CH:40][CH:41]=[CH:42][CH:43]=3)[C:38]=2[CH:37]=[CH:36][CH:35]=1. Run in C(Cl)Cl (DCM). Yields the product ClC1=C(N2N=C3C(=C2N=C1C)CN(C3)C(=O)C3=C(C=CC=C3)C=C3CCNCC3)C ((6-chloro-5,7-dimethyl-1H,3H-2,4,7a,8-tetraaza-cyclopenta[a]inden-2-yl)-(2-piperidin-4-ylidenemethyl-phenyl)-methanone). Isolated yield 63.2%. Reactants: C(C)(C)(C)OC(=O)N1CCC(CC1)=CC1=C(C=CC=C1)C(=O)N1CC=2C(=C3N=C(C(=C(N3N2)C)Cl)C)C1 (4-[2-(6-chloro-5,7-dimethyl-1H,3H-2,4,7a,8-tetraaza-cyclopenta[a]indene-2-carbonyl)-benzylidene]-piperidine-1-carboxylic acid tert-butyl ester), C(=O)(C(F)(F)F)O (TFA). Reaction SMILES: C(OC([N:8]1[CH2:13][CH2:12][C:11](=[CH:14][C:15]2[CH:20]=[CH:19][CH:18]=[CH:17][C:16]=2[C:21]([N:23]2[CH2:37][C:26]3=[C:27]4[N:32]([N:33]=[C:25]3[CH2:24]2)[C:31]([CH3:34])=[C:30]([Cl:35])[C:29]([CH3:36])=[N:28]4)=[O:22])[CH2:10][CH2:9]1)=O)(C)(C)C.C(O)(C(F)(F)F)=O>C(Cl)Cl>[Cl:35][C:30]1[C:29]([CH3:36])=[N:28][C:27]2[N:32]([N:33]=[C:25]3[CH2:24][N:23]([C:21]([C:16]4[CH:17]=[CH:18][CH:19]=[CH:20][C:15]=4[CH:14]=[C:11]4[CH2:12][CH2:13][NH:8][CH2:9][CH2:10]4)=[O:22])[CH2:37][C:26]3=2)[C:31]=1[CH3:34]. Run at time 30 minute. Procedure: A mixture of 4-[2-(6-chloro-5,7-dimethyl-1H,3H-2,4,7a,8-tetraaza-cyclopenta[a]indene-2-carbonyl)-benzylidene]-piperidine-1-carboxylic acid tert-butyl ester (80 mg; 0.15 mmol; 1 eq.) and TFA (1 mL) in DCM (1 mL) was stirred at room temperature for 30 min then concentrated in vacuo. The residue was taken up in water, the pH made basic with 5M NaOH and extracted with DCM (2×). The combined organics were dried over magnesium sulfate and concentrated in vacuo to afford the title compound (40 mg, 62%)... As a reaction SMILES: [CH2:1]([CH2:2][CH2:3][CH3:4])[c:5]1[cH:6][cH:7][c:8]([C:11]#[C:12][c:13]2[cH:14][cH:15][c:16]([CH2:17][N:18]([C:19](=[O:20])[c:21]3[cH:22][c:23]4[cH:24][cH:25][cH:26][cH:27][c:28]4[cH:29][cH:30]3)[c:31]3[cH:32][c:33]4[c:34]([cH:42][cH:43]3)[O:35][C:36]([CH3:40])([CH3:41])[O:37][C:38]4=[O:39])[cH:44][cH:45]2)[cH:9][cH:10]1.[CH3:48][CH2:49][OH:50].[Na+:47].[OH-:46]>>[CH2:1]([CH2:2][CH2:3][CH3:4])[c:5]1[cH:6][cH:7][c:8]([C:11]#[C:12][c:13]2[cH:14][cH:15][c:16]([CH2:17][N:18]([C:19](=[O:20])[c:21]3[cH:22][c:23]4[cH:24][cH:25][cH:26][cH:27][c:28]4[cH:29][cH:30]3)[c:31]3[cH:32][c:33]([C:38](=[O:37])[OH:39])[c:34]([OH:35])[cH:42][cH:43]3)[cH:44][cH:45]2)[cH:9][cH:10]1. Reactants: CCCCc1ccc(C#Cc2ccc(CN(C(=O)c3ccc4ccccc4c3)c3ccc4c(c3)C(=O)OC(C)(C)O4)cc2)cc1, CCO, [Na+], [OH-]. Yields the product CCCCc1ccc(C#Cc2ccc(CN(C(=O)c3ccc4ccccc4c3)c3ccc(O)c(C(=O)O)c3)cc2)cc1. The reactants are C(C1=CC=CC=C1)N1C(=NC=C1)C=CC1=CC2=C(N=C(O2)NCC)C=C1 (6-[2-[1-benzylimidazol-2-yl)vinyl]-2-ethylaminobenzoxazole), Cl (hydrochloric acid). The reagents and catalysts are [Pd] (Palladium on carbon). Run in CO (methanol). Conditions: time 6 hour. The product is C(C)NC=1OC2=C(N1)C=CC(=C2)CCC=2NC=CN2 (2-ethylamino-6-[2-(2-imidazolyl)ethyl]benzoxazole). Isolated yield 19.4%. As a reaction SMILES: C([N:8]1[CH:12]=[CH:11][N:10]=[C:9]1[CH:13]=[CH:14][C:15]1[CH:26]=[CH:25][C:18]2[N:19]=[C:20]([NH:22][CH2:23][CH3:24])[O:21][C:17]=2[CH:16]=1)C1C=CC=CC=1.Cl>[Pd].CO>[CH2:23]([NH:22][C:20]1[O:21][C:17]2[CH:16]=[C:15]([CH2:14][CH2:13][C:9]3[NH:8][CH:12]=[CH:11][N:10]=3)[CH:26]=[CH:25][C:18]=2[N:19]=1)[CH3:24]. Procedure details: 10% Palladium on carbon (0.5 g) was added to a mixture of 6-[2-[1-benzylimidazol-2-yl)vinyl]-2-ethylaminobenzoxazole (0.9 g) in a solution of methanol (50 ml) and conc. hydrochloric acid (6 ml), and the mixture was subjected to catalytic reduction under atmospheric pressure for 6 hours at ambient temperature. The catalyst was removed by filtration and the filtrate was evaporated in vacuo. The residue was purified by a column chromatography on alumina and eluted with a chloroform. The eluted frac... The reactants are CO (MeOH), C1=CC(=CC(=C1)Cl)C(=O)OO (mCPBA), N1N=CC2=C(C=CC=C12)NC1=NC2=CC=CC=C2N=C1C1=NC(=NC(=C1)SC)C (N-(1H-indazol-4-yl)-3-(2-methyl-6-(methylthio)pyrimidin-4-yl)quinoxalin-2-amine). The solvent is C(Cl)Cl (DCM), C(=O)(O)[O-].[Na+] (NaHCO3), C(Cl)Cl.CN(C)C=O (DCM DMF). Conditions: temperature 0 celsius, time 2 hour. The product is N1N=CC2=C(C=CC=C12)NC1=NC2=CC=CC=C2N=C1C1=NC(=NC(=C1)S(=O)C)C (N-(1H-indazol-4-yl)-3-(2-methyl-6-(methylsulfinyl)pyrimidin-4-yl)quinoxalin-2-amine). The yield is 23.2%. As a reaction SMILES: [NH:1]1[C:9]2[C:4](=[C:5]([NH:10][C:11]3[C:20]([C:21]4[CH:26]=[C:25]([S:27][CH3:28])[N:24]=[C:23]([CH3:29])[N:22]=4)=[N:19][C:18]4[C:13](=[CH:14][CH:15]=[CH:16][CH:17]=4)[N:12]=3)[CH:6]=[CH:7][CH:8]=2)[CH:3]=[N:2]1.C1C=C(Cl)C=C(C(OO)=[O:38])C=1.CO>C(Cl)Cl.CN(C=O)C.C([O-])(O)=O.[Na+].C(Cl)Cl>[NH:1]1[C:9]2[C:4](=[C:5]([NH:10][C:11]3[C:20]([C:21]4[CH:26]=[C:25]([S:27]([CH3:28])=[O:38])[N:24]=[C:23]([CH3:29])[N:22]=4)=[N:19][C:18]4[C:13](=[CH:14][CH:15]=[CH:16][CH:17]=4)[N:12]=3)[CH:6]=[CH:7][CH:8]=2)[CH:3]=[N:2]1 |f:3.4,5.6|. Reported procedure: A 50 mL round-bottomed flask was charged with N-(1H-indazol-4-yl)-3-(2-methyl-6-(methylthio)pyrimidin-4-yl)quinoxalin-2-amine (150 mg, 0.375 mmol) in DCM-DMF(5:1, 6 mL). mCPBA (130 mg, 0.751 mmol, Aldrich) was added to this solution at 0° C., the mixture was stirred at 0° C. for 2 h, then warmed to room temperature and diluted with saturated NaHCO3. The aqueous layer was extracted with DCM (3×), and the combined organic extracts were washed with brine, dried over MgSO4, and concentrated in vacuo... The reactants are Cl.C1(=CC=CC=C1)C1C(CCC1)N (2-phenylcyclopentylamine hydrochloride), 5,O-dimethylbutyrolactim, C(C)O (ethanol). Conditions: temperature -20 celsius, time 6 day. The product is Cl.CC1CCC(N1)=NC1C(CCC1)C1=CC=CC=C1 (5-methyl-2-[(2-phenylcyclopentyl)imino]pyrrolidine hydrochloride). Reaction SMILES: [ClH:1].[C:2]1([CH:8]2[CH2:12][CH2:11][CH2:10][CH:9]2[NH2:13])[CH:7]=[CH:6][CH:5]=[CH:4][CH:3]=1.[CH2:14](O)[CH3:15]>>[ClH:1].[CH3:8][CH:9]1[NH:13][C:15](=[N:13][CH:9]2[CH2:10][CH2:11][CH2:12][CH:8]2[C:2]2[CH:7]=[CH:6][CH:5]=[CH:4][CH:3]=2)[CH2:14][CH2:10]1 |f:0.1,3.4|. Reported procedure: A slurry of 3.0 g (0.0152 mole) of powdered 2-phenylcyclopentylamine hydrochloride and 3 ml of 5,O-dimethylbutyrolactim is allowed to stand at room temperature for 6 days with occasional stirring during which time sufficient ethanol is added to maintain the slurry. The slurry is then cooled to -20° C., and after about four hours a precipitate forms. The precipitate is collected and recrystallized several times from acetone-methanol to give 5-methyl-2-[(2-phenylcyclopentyl)imino]pyrrolidine hydro... Starting materials: C(C)(=O)[O-].[NH4+] (Ammonium acetate), NC1=C(C=CC(=C1)Cl)O (2-amino-4-chlorophenol), [O-]C#N.[K+] (potassium cyanate). Run in Cl (HCl), O (water). Conditions: time 8 hour. Product: ClC=1C=CC(=C(C1)NC(=O)N)O (N-(5-chloro-2-hydroxyphenyl)urea). As a reaction SMILES: [NH2:1][C:2]1[CH:7]=[C:6]([Cl:8])[CH:5]=[CH:4][C:3]=1[OH:9].C([O-])(=O)C.[NH4+].[O-:15][C:16]#[N:17].[K+]>Cl.O>[Cl:8][C:6]1[CH:5]=[CH:4][C:3]([OH:9])=[C:2]([NH:1][C:16]([NH2:17])=[O:15])[CH:7]=1 |f:1.2,3.4|. Reported procedure: 2-amino-4-chlorophenol (1.3 g, 8.9 mmol) was dissolved in 1M HCl (10 mL). Ammonium acetate was added to the solution to adjust pH to 5. The stirred mixture was treated with a suspension of potassium cyanate (0.80 mg, 9.8 mmol) in water, and than kept overnight at room temperature. Water was removed by evaporation and the residue was recrystallized from water to afford pink precipate (0.9 g, 55%). Solvent: O (water). As a reaction SMILES: C([O:3][C:4](=[O:41])[CH2:5][CH2:6][C:7]1([CH2:34][CH2:35][C:36]([O:38]CC)=[O:37])[C:19]2[CH:18]=[C:17]([C:20](=[O:26])[CH2:21][CH2:22][CH2:23][CH2:24][CH3:25])[CH:16]=[CH:15][C:14]=2[C:13]2[C:8]1=[CH:9][C:10]([C:27](=[O:33])[CH2:28][CH2:29][CH2:30][CH2:31][CH3:32])=[CH:11][CH:12]=2)C.[OH-].[Na+].Cl>O>[C:36]([CH2:35][CH2:34][C:7]1([CH2:6][CH2:5][C:4]([OH:41])=[O:3])[C:19]2[CH:18]=[C:17]([C:20](=[O:26])[CH2:21][CH2:22][CH2:23][CH2:24][CH3:25])[CH:16]=[CH:15][C:14]=2[C:13]2[C:8]1=[CH:9][C:10]([C:27](=[O:33])[CH2:28][CH2:29][CH2:30][CH2:31][CH3:32])=[CH:11][CH:12]=2)([OH:38])=[O:37] |f:1.2|. The yield is 87.7%. Reported procedure: A 2-neck 250-mL round bottom flask was equipped with a condenser, a nitrogen inlet, and a magnetic stirrer. The flask was charged with 3-[9-(2-ethoxycarbonyl-ethyl)-2,7-dihexanoyl-9H-fluoren-9-yl]-propionic acid ethyl ester (10.76 g), 100 mL of water and 5.0 g of sodium hydroxide. The mixture was then heated to reflux overnight. The reaction mixture was cooled to ambient temperature and acidified to pH=1 by addition of 6N hydrochloric acid solution. The resulting solid was isolated by filtration... Reactants: C(C)OC(CCC1(C2=CC(=CC=C2C=2C=CC(=CC12)C(CCCCC)=O)C(CCCCC)=O)CCC(=O)OCC)=O (3-[9-(2-ethoxycarbonyl-ethyl)-2,7-dihexanoyl-9H-fluoren-9-yl]-propionic acid ethyl ester), [OH-].[Na+] (sodium hydroxide), Cl (hydrochloric acid). Product: C(=O)(O)CCC1(C2=CC(=CC=C2C=2C=CC(=CC12)C(CCCCC)=O)C(CCCCC)=O)CCC(=O)O (3-[9-(2-Carboxy-ethyl)-2,7-dihexanoyl-9H-fluoren-9-yl]-propionic acid). Reactants: ( 3 ), CN(C(C1=CC=C(C=C1)N1C[C@H](CC1)N[C@H](C)C1=CC=CC2=CC=CC=C12)=O)C (N,N-dimethyl-4-[(S)-3-[(R)-1-(naphthalen-1-yl)ethylamino]pyrrolidin-1-yl]-benzamide), solution, Cl (hydrochloric acid). Run in C(Cl)Cl (methylene chloride), O1CCOCC1 (dioxane). Product: Cl.CN(C(C1=CC=C(C=C1)N1C[C@H](CC1)N[C@H](C)C1=CC=CC2=CC=CC=C12)=O)C (N,N-dimethyl-4-[(S)-3-[(R)-1-(naphthalen-1-yl)ethylamino]pyrrolidin-1-yl] benzamide hydrochloride). RXN SMILES: [CH3:1][N:2]([CH3:29])[C:3](=[O:28])[C:4]1[CH:9]=[CH:8][C:7]([N:10]2[CH2:14][CH2:13][C@H:12]([NH:15][C@@H:16]([C:18]3[C:27]4[C:22](=[CH:23][CH:24]=[CH:25][CH:26]=4)[CH:21]=[CH:20][CH:19]=3)[CH3:17])[CH2:11]2)=[CH:6][CH:5]=1.[ClH:30]>C(Cl)Cl.O1CCOCC1>[ClH:30].[CH3:29][N:2]([CH3:1])[C:3](=[O:28])[C:4]1[CH:5]=[CH:6][C:7]([N:10]2[CH2:14][CH2:13][C@H:12]([NH:15][C@@H:16]([C:18]3[C:27]4[C:22](=[CH:23][CH:24]=[CH:25][CH:26]=4)[CH:21]=[CH:20][CH:19]=3)[CH3:17])[CH2:11]2)=[CH:8][CH:9]=1 |f:4.5|. Procedure: To a solution of 50 mg of 4-[(S)-3-[(R)-(naphthalen-1-yl)ethylamino]pyrrolidin-1-yl]benzoic acid hydrochloride (the compound obtained in Example 3.001) in 5 ml of methylene chloride (MeOH free) was added dropwise 43 μl of oxalyl chloride, and then, several drops of dimethylformamide were added to the mixture, and the resulting mixture was stirred under room temperature for 16 hours. The solvent was removed from the reaction mixture to obtain the residue. (2) To the compound obtained as mentioned... Starting materials: C1CCOC1, CC(C)(C)C=O, CNC(=O)C(N)Cc1ccccc1. Yields the product CN1C(=O)C(Cc2ccccc2)NC1C(C)(C)C. RXN SMILES: [CH2:20]1[O:21][CH2:22][CH2:23][CH2:24]1.[CH3:14][C:15]([CH:16]=[O:17])([CH3:18])[CH3:19].[CH3:1][NH:2][C:3]([CH:4]([NH2:5])[CH2:6][c:7]1[cH:8][cH:9][cH:10][cH:11][cH:12]1)=[O:13]>>[CH3:1][N:2]1[C:3](=[O:13])[CH:4]([CH2:6][c:7]2[cH:8][cH:9][cH:10][cH:11][cH:12]2)[NH:5][CH:16]1[C:15]([CH3:14])([CH3:18])[CH3:19].